describe an organic reaction: reactants, conditions, products, and yield From a dataset of the Open Reaction Database (ORD), a public repository of structured organic reaction records. The reactants are C(=O)(O)CCC1=C(OCCCC(=O)O)C=CC=C1CCCCCC#CC=1C=C(C=C(C1)C(=O)N1CCN(CC1)C)C1=CC=CC=C1 (4-(2-(2-Carboxy-ethyl)-3-{7-[5-(4-methyl-piperazine-1-carbonyl)-biphenyl-3-yl]-hept-6-ynyl}-phenoxy)-butyric acid). Reagents/catalysts: [Pd] (Pd/C). The solvent is CO (MeOH). Reaction conditions: time 4 hour. Product: C(=O)(O)CCC1=C(OCCCC(=O)O)C=CC=C1CCCCCCCC=1C=C(C=C(C1)C(=O)N1CCN(CC1)C)C1=CC=CC=C1 (4-(2-(2-Carboxy-ethyl)-3-{7-[5-(4-methyl-piperazine-1-carbonyl)-biphenyl-3-yl]-heptyl}-phenoxy)-butyric acid). The yield is 90.0%. Reaction SMILES: [C:1]([CH2:4][CH2:5][C:6]1[C:18]([CH2:19][CH2:20][CH2:21][CH2:22][CH2:23][C:24]#[C:25][C:26]2[CH:27]=[C:28]([C:41]3[CH:46]=[CH:45][CH:44]=[CH:43][CH:42]=3)[CH:29]=[C:30]([C:32]([N:34]3[CH2:39][CH2:38][N:37]([CH3:40])[CH2:36][CH2:35]3)=[O:33])[CH:31]=2)=[CH:17][CH:16]=[CH:15][C:7]=1[O:8][CH2:9][CH2:10][CH2:11][C:12]([OH:14])=[O:13])([OH:3])=[O:2]>CO.[Pd]>[C:1]([CH2:4][CH2:5][C:6]1[C:18]([CH2:19][CH2:20][CH2:21][CH2:22][CH2:23][CH2:24][CH2:25][C:26]2[CH:27]=[C:28]([C:41]3[CH:42]=[CH:43][CH:44]=[CH:45][CH:46]=3)[CH:29]=[C:30]([C:32]([N:34]3[CH2:39][CH2:38][N:37]([CH3:40])[CH2:36][CH2:35]3)=[O:33])[CH:31]=2)=[CH:17][CH:16]=[CH:15][C:7]=1[O:8][CH2:9][CH2:10][CH2:11][C:12]([OH:14])=[O:13])([OH:3])=[O:2]. Procedure details: To a solution of 4-(2-(2-Carboxy-ethyl)-3-{7-[5-(4-methyl-piperazine-1-carbonyl)-biphenyl-3-yl]-hept-6-ynyl}-phenoxy)-butyric acid (20 mg, 0.032 mmol) in MeOH (4 mL) was added 10% Pd/C (2 mg). The mixture was stirred for 4 h under hydrogen atmosphere at room temperature. The resulting suspension was filtered through Celite™ and concentrated under reduced pressure to afford the title compound. Yield: 90% The reactants are NC1=C(C#N)C(=CC=C1)OCC1CCCCC1 (2-amino-6-(cyclohexylmethoxy)benzonitrile), O=C(CC(=O)OCC)C (ethyl 3-oxobutanoate), CO[2H] (MeOD). The product is NC1=C(C(=NC2=CC=CC(=C12)OCC1CCCCC1)C)C(=O)OCC (ethyl 4-amino-5-(cyclohexylmethoxy)-2-methylquinoline-3-carboxylate). Reaction SMILES: [NH2:1][C:2]1[CH:9]=[CH:8][CH:7]=[C:6]([O:10][CH2:11][CH:12]2[CH2:17][CH2:16][CH2:15][CH2:14][CH2:13]2)[C:3]=1[C:4]#[N:5].O=[C:19]([CH3:26])[CH2:20][C:21]([O:23][CH2:24][CH3:25])=[O:22].CO[2H]>>[NH2:5][C:4]1[C:3]2[C:2](=[CH:9][CH:8]=[CH:7][C:6]=2[O:10][CH2:11][CH:12]2[CH2:17][CH2:16][CH2:15][CH2:14][CH2:13]2)[N:1]=[C:19]([CH3:26])[C:20]=1[C:21]([O:23][CH2:24][CH3:25])=[O:22]. Reported procedure: Prepared as in Example 2a from 2-amino-6-(cyclohexylmethoxy)benzonitrile (Example 115b) and ethyl 3-oxobutanoate as a pale yellow solid (47%). 1H NR (400 MHz, MeOD) δ 1.12-1.37 (m, 6H), 1.42 (t, J=4.0 Hz, 3H), 1.73-2.01 (m, 5H), 2.68 (s, 3H), 4.06 (d, J=4.0 Hz, 2H), 4.42 (q, J=8.0 Hz, 2H), 6.96 (d, J=8.0 Hz, 1H), 7.32 (d, J=8.0 Hz, 1H), 7.58 (t, J=8.0 Hz, 1H). MS 343 (MH+). The reactants are C(C=C)OCC1=C(C=CC=C1)I (1-[(allyloxy)methyl]-2-iodobenzene), C1=CC=C(C=C1)P(C2=CC=CC=C2)C3=CC=CC=C3 (PPh3). The reagents and catalysts are CC(=O)[O-].CC(=O)[O-].[Pd+2] (Pd(OAc)2). Run in CC#N (CH3CN), CCN(CC)CC (Et3N), CCOCC (Et2O). Conditions: temperature 80 celsius. Yields the product C=C1COCC2=CC=CC=C12 (4-methylene-3,4-dihydro-1H-isochromene). RXN SMILES: [CH2:1]([O:4][CH2:5][C:6]1[CH:11]=[CH:10][CH:9]=[CH:8][C:7]=1I)[CH:2]=[CH2:3].C1C=CC(P(C2C=CC=CC=2)C2C=CC=CC=2)=CC=1>CC#N.CCN(CC)CC.CCOCC.CC([O-])=O.CC([O-])=O.[Pd+2]>[CH2:3]=[C:2]1[C:11]2[C:6](=[CH:7][CH:8]=[CH:9][CH:10]=2)[CH2:5][O:4][CH2:1]1 |f:5.6.7|. Reported procedure: 1-[(allyloxy)methyl]-2-iodobenzene (23 g, 83.9 mmol) was dissolved in 100 ml of CH3CN and 58 ml of Et3N. The solution was vacuum degassed (3 cycles) followed by the addition of Pd(OAc)2 (0.9 g, 4.2 mmol) and PPh3 (2.2 g, 8.4 mmol). The mixture was heated to 80° C. until HPLC indicated complete reaction. The mixture was cooled to room temperature and diluted with Et2O (200 ml). The mixture was washed with 1N HCl (2×50 ml); NaHCO3 (2×50 ml); brine (1×50 ml); dried over Na2SO4 and concentrated in v...